Task: describe an organic reaction: reactants, conditions, products, and yield. Dataset: the Open Reaction Database (ORD), a public repository of structured organic reaction records Reactants: Cl.NC=1SC=C(N1)C(C)=O (1-(2-Amino-thiazol-4-yl)-ethanone hydrochloride), [OH-].[NH4+] (ammonium hydroxide). Run in O (water). Conditions: time 15 minute. The product is NC=1SC=C(N1)C(C)=O (1-(2-amino-thiazol-4-yl)-ethanone). The yield is 62.8%. RXN SMILES: Cl.[NH2:2][C:3]1[S:4][CH:5]=[C:6]([C:8](=[O:10])[CH3:9])[N:7]=1.[OH-].[NH4+]>O>[NH2:2][C:3]1[S:4][CH:5]=[C:6]([C:8](=[O:10])[CH3:9])[N:7]=1 |f:0.1,2.3|. Procedure: 1-(2-Amino-thiazol-4-yl)-ethanone hydrochloride (5.6 g 29.1 mmol) was dissolved in water (15 mL) and cooled in an ice bath. To this was added dropwise 17 N ammonium hydroxide (15 mL, 105 mmol). The resulting mixture was stirred for 15 minutes than filtered and washed with cold water (3×), cold methanol (3×50 mL), ethyl ether (3×10 mL). The precipitate was dried first by passing air through the material and then in vacuo to give 1-(2-amino-thiazol-4-yl)-ethanone as a pale yellow solid (2.6 g, 57%... Starting materials: [H-].[Na+] (Sodium hydride), ClC1=CNC2=CC=C3C(=C12)C(=NCCO3)C (10-chloro-1-methyl-3,8-dihydro-4H-[1,4]oxazepino[6,7-e]indole), ClC1=CNC2=CC=C3C(=C12)C(=NCCO3)C (10-chloro-1-methyl-3,8-dihydro-4H-[1,4]oxazepino[6,7-e]indole), C1(=CC=CC=C1)S(=O)(=O)Cl (benzensulfonyl chloride), O (water). The solvent is CN(C)C=O (DMF). Product: ClC1=CN(C2=CC=C3C(=C12)C(=NCCO3)C)S(=O)(=O)C3=CC=CC=C3 (10-chloro-1-methyl-8-(phenylsulfonyl)-3,8-dihydro-4H-[1,4]oxazepino[6,7-e]indole). Yield: 21.1%. RXN SMILES: [H-].[Na+].[Cl:3][C:4]1[C:12]2[C:7](=[CH:8][CH:9]=[C:10]3[O:17][CH2:16][CH2:15][N:14]=[C:13]([CH3:18])[C:11]3=2)[NH:6][CH:5]=1.[C:19]1([S:25](Cl)(=[O:27])=[O:26])[CH:24]=[CH:23][CH:22]=[CH:21][CH:20]=1.O>CN(C=O)C>[Cl:3][C:4]1[C:12]2[C:7](=[CH:8][CH:9]=[C:10]3[O:17][CH2:16][CH2:15][N:14]=[C:13]([CH3:18])[C:11]3=2)[N:6]([S:25]([C:19]2[CH:24]=[CH:23][CH:22]=[CH:21][CH:20]=2)(=[O:27])=[O:26])[CH:5]=1 |f:0.1|. Reported procedure: Sodium hydride (60% in mineral oil, 38 mg, 0.95 mmol) was added to 10-chloro-1-methyl-3,8-dihydro-4H-[1,4]oxazepino[6,7-e]indole (Intermediate 40, 45 mg, 0.19 mmol) and benzensulfonyl chloride (74 μl, 0.58 mmol) in DMF (3 ml). The reaction mixture was stirred at room temperature for 10 minutes before water was added dropwise. The crude material was purified by preparative HPLC (XTerra C18, 50 mM NH4HCO3 pH 10-CH3CN) to give the title compound (15 mg) as a red solid. MS m/z 375 [M+H]+. Reactants: [N+](=O)([O-])C=1C=C(C=O)C=CC1 (3-nitrobenzaldehyde), CC1(OC(CC(O1)=O)=O)C (2,2-dimethyl-1,3-dioxane-4,6-dione). Run in CN(C=O)C (dimethylformamide), C(C)(=O)OCC (ethyl acetate). Yields the product [N+](=O)([O-])C=1C=C(C=C2C(OC(OC2=O)(C)C)=O)C=CC1 (5-(3-nitrobenzylidene)-2,2-dimethyl-1,3-dioxane-4,6-dione). RXN SMILES: [N+:1]([C:4]1[CH:5]=[C:6]([CH:9]=[CH:10][CH:11]=1)[CH:7]=O)([O-:3])=[O:2].[CH3:12][C:13]1([CH3:21])[O:18][C:17](=[O:19])[CH2:16][C:15](=[O:20])[O:14]1>CN(C)C=O.C(OCC)(=O)C>[N+:1]([C:4]1[CH:5]=[C:6]([CH:9]=[CH:10][CH:11]=1)[CH:7]=[C:16]1[C:17](=[O:19])[O:18][C:13]([CH3:21])([CH3:12])[O:14][C:15]1=[O:20])([O-:3])=[O:2]. Procedure details: 5-(3-Nitrobenzylidene)-2,2-dimethyl-1,3-dioxane-4,6-dione can be obtained in the following manner: a solution of 30.2 g of 3-nitrobenzaldehyde and 2,2-dimethyl-1,3-dioxane-4,6-dione in 400 cm3 of dimethylformamide is stirred for 18 hours at a temperature near to 20° C. The reaction mixture is diluted with 500 cm3 of ethyl acetate, washed five times with water, dried over magnesium sulphate, filtered and concentrated to dryness (1.2 kPa) to give an oil. This oil is crystallized in 100 cm3 of etha... The reactants are Cl.N1(CCCCC1)CCCCl (3-Piperidinopropyl chloride hydrochloride), product, [I-].[K+] (potassium iodide), C1(CCCCC1)N (Cyclohexylamine), ClC1=CC=C(CN=C=S)C=C1 (4-chlorobenzylisothio-cyanate). Run in C(C)O (ethanol), CCOCC (ether). Conditions: time 2 hour. Yields the product ClC1=CC=C(CN(C(S)=NC2CCCCC2)CCCN2CCCCC2)C=C1 (N-(4-Chlorobenzyl)-N′-cyclohexyl-3-piperidinopropyl isothiourea). Reaction SMILES: [CH:1]1([NH2:7])[CH2:6][CH2:5][CH2:4][CH2:3][CH2:2]1.[Cl:8][C:9]1[CH:18]=[CH:17][C:12]([CH2:13][N:14]=[C:15]=[S:16])=[CH:11][CH:10]=1.Cl.[N:20]1([CH2:26][CH2:27][CH2:28]Cl)[CH2:25][CH2:24][CH2:23][CH2:22][CH2:21]1.[I-].[K+]>CCOCC.C(O)C>[Cl:8][C:9]1[CH:10]=[CH:11][C:12]([CH2:13][N:14]([CH2:28][CH2:27][CH2:26][N:20]2[CH2:25][CH2:24][CH2:23][CH2:22][CH2:21]2)[C:15](=[N:7][CH:1]2[CH2:6][CH2:5][CH2:4][CH2:3][CH2:2]2)[SH:16])=[CH:17][CH:18]=1 |f:2.3,4.5|. Procedure: Cyclohexylamine (10 mmol) was added dropwise to 4-chlorobenzylisothio-cyanate (10 mmol) dissolved in 20 ml of dry ether. The solution was stirred for 2 hours at room temperature. The precipitated product was filtered off and crystallized from ethyl acetate. 3-Piperidinopropyl chloride hydrochloride (3 mmol), the product (3 mmol), and ca-talytic amounts of potassium iodide were refluxed in ethanol for 6 days. Sub-sequently, ethanol was evaporated, and the residue was purified by column chromato-g... Starting materials: C[C@H](CBr)CCBr (2-(S)-methyl-1,4-dibromobutane), N[C@H](CO)C ((S)-(+)-2-amino-1-propanol), C([O-])([O-])=O.[K+].[K+] (potassium carbonate). Solvent: C(C)#N (acetonitrile), C(C)#N (acetonitrile). Product: C[C@@H]1CN(CC1)[C@H](CO)C (2(S)-(3-(S)-methylpyrrolidinyl)-propan-1-ol). Reaction SMILES: [CH3:1][C@@H:2]([CH2:5][CH2:6]Br)[CH2:3]Br.[NH2:8][C@@H:9]([CH3:12])[CH2:10][OH:11].C(=O)([O-])[O-].[K+].[K+]>C(#N)C>[CH3:1][C@H:2]1[CH2:5][CH2:6][N:8]([C@@H:9]([CH3:12])[CH2:10][OH:11])[CH2:3]1 |f:2.3.4|. Procedure details: A solution of 2-(S)-methyl-1,4-dibromobutane (2.70 g, 0.012 moles) in anhydrous acetonitrile (8 mL) was added to a mixture of of (S)-(+)-2-amino-1-propanol (0.882 g, 0.012 moles, Aldrich) and potassium carbonate (3.25 g, 0.024 moles) in anhydrous acetonitrile (92 mL). The resulting mixture was refluxed for 22 hours then cooled to room temperature and concentrated under vacuum to an oily white solid. Dichloromethane (50 mL) and saturated aqueous potassium carbonate (10 mL) were added followed by ... RXN SMILES: [Cl:1][C:2]1[N:7]=[C:6]([C:8]2C=CC=[CH:10][CH:9]=2)[N:5]=[C:4]([O:14][CH2:15][CH2:16][CH:17]([CH3:19])[CH3:18])[CH:3]=1.ClC1C=C(Cl)N=C(C2C=CC=CC=2)N=1.ClC1C=C(Cl)N=C(CCC)N=1>>[Cl:1][C:2]1[N:7]=[C:6]([CH2:8][CH2:9][CH3:10])[N:5]=[C:4]([O:14][CH2:15][CH2:16][CH:17]([CH3:18])[CH3:19])[CH:3]=1. Reported procedure: The compound of Example 20 is prepared analogously to the compound of Example 3, with the 4,6-dichloro-2-phenylpyrimidine being replaced by 4,6-dichloro-2-propylpyrimidine. Reactants: ClC1=CC(=NC(=N1)C1=CC=CC=C1)OCCC(C)C (6-chloro-4-(3-methylbut-1-oxy)-2-phenylpyrimidine), ClC1=NC(=NC(=C1)Cl)C1=CC=CC=C1 (4,6-dichloro-2-phenylpyrimidine), ClC1=NC(=NC(=C1)Cl)CCC (4,6-dichloro-2-propylpyrimidine). The product is ClC1=CC(=NC(=N1)CCC)OCCC(C)C (6-chloro-4-(3-methylbut-1-oxy)-2-propylpyrimidine).